This data is from the Open Reaction Database (ORD), a public repository of structured organic reaction records. The task is: describe an organic reaction: reactants, conditions, products, and yield Reactants: C(C)OC([C@H](CC1=CC=C(C=C1)OCCBr)OC)=O ((2S)-3-[4-(2-bromo-ethoxy)-phenyl]-2-methoxy-propionic acid ethyl ester), COC(C1=C(C=CC=C1)O)=O (2-hydroxy-benzoic acid methyl ester), CO[C@H](C(=O)O)CC1=CC=C(C=C1)OCCCOC1=CC=CC=C1 ((2S)-2-methoxy-3-[4-(3-phenoxy-propoxy)-phenyl]-propionic acid). Product: C(=O)(O)[C@H](CC1=CC=C(OCCOC2=C(C(=O)O)C=CC=C2)C=C1)OC ((2S)-2-{2-[4-(2-carboxy-2-methoxy-ethyl)-phenoxy]-ethoxy}-benzoic acid). As a reaction SMILES: C([O:3][C:4](=[O:19])[C@@H:5]([O:17][CH3:18])[CH2:6][C:7]1[CH:12]=[CH:11][C:10]([O:13][CH2:14][CH2:15]Br)=[CH:9][CH:8]=1)C.C[O:21][C:22](=[O:30])[C:23]1[CH:28]=[CH:27][CH:26]=[CH:25][C:24]=1[OH:29].CO[C@@H](CC1C=CC(OCCCOC2C=CC=CC=2)=CC=1)C(O)=O>>[C:4]([C@@H:5]([O:17][CH3:18])[CH2:6][C:7]1[CH:8]=[CH:9][C:10]([O:13][CH2:14][CH2:15][O:29][C:24]2[CH:25]=[CH:26][CH:27]=[CH:28][C:23]=2[C:22]([OH:30])=[O:21])=[CH:11][CH:12]=1)([OH:3])=[O:19]. Procedure: The title compound was prepared from (2S)-3-[4-(2-bromo-ethoxy)-phenyl]-2-methoxy-propionic acid ethyl ester (Example 283, Step 2) and 2-hydroxy-benzoic acid methyl ester via the same procedure used for the preparation of (2S)-2-methoxy-3-[4-(3-phenoxy-propoxy)-phenyl]-propionic acid (Example 285, Step 1), to produce a colorless oil. MS (ES) for C19H20O7 [M+Na]+: 383.3. As a reaction SMILES: [C:1]([CH2:4][C:5](=O)[CH3:6])(=O)[CH3:2].[CH2:8]([NH:10][C:11]([NH2:13])=[O:12])[CH3:9].C(O)C.S(=O)(=O)(O)O>CCOCC>[CH2:8]([N:10]1[C:1]([CH3:2])=[CH:4][C:5]([CH3:6])=[N:13][C:11]1=[O:12])[CH3:9]. Procedure details: Acetylacetone (9.0 g., 0.09 moles) and ethylurea (7.13 g., 0.081 moles) are dissolved in 30 ml. ethanol. The solution is cooled in an ice-water bath while 30 g. of cold concentrated sulfuric acid is added. The resulting yellow solution is stored at room temperature for 10 days and diluted with a large volume of ether. The ether-ethanol mixture is decanted from the thick syrupy residue which is washed with additional fresh ether. The residue is made basic with 2.5 N sodium hydroxide and extracted... Reactants: S(O)(O)(=O)=O (sulfuric acid), C(C)(=O)CC(C)=O (Acetylacetone), C(C)NC(=O)N (ethylurea), C(C)O (ethanol). Product: C(C)N1C(N=C(C=C1C)C)=O (1-ethyl-4,6-dimethyl-2(1H)-pyrimidinone). The solvent is CCOCC (ether). Run at time 10 day. Reactants: O=C(Cl)C(=O)Cl, ClCCl, COc1ccc(Cn2ccc(N)n2)cc1, Cn1ccc(NC(=O)C(CC2CCCC2)c2ccc(S(C)(=O)=O)c(Cl)c2)n1, Cc1cccc(C)n1. The product is COc1ccc(Cn2ccc(NC(=O)C(CC3CCCC3)c3ccc(S(C)(=O)=O)c(Cl)c3)n2)cc1. As a reaction SMILES: [C:28]([Cl:29])(=[O:30])[C:31]([Cl:32])=[O:33].[CH2:57]([Cl:58])[Cl:59].[CH3:42][O:43][c:44]1[cH:45][cH:46][c:47]([CH2:48][n:49]2[cH:50][cH:51][c:52]([NH2:53])[n:54]2)[cH:55][cH:56]1.[Cl:1][c:2]1[cH:3][c:4]([CH:12]([C:13](=[O:14])[NH:15][c:16]2[n:17][n:18]([CH3:21])[cH:19][cH:20]2)[CH2:22][CH:23]2[CH2:24][CH2:25][CH2:26][CH2:27]2)[cH:5][cH:6][c:7]1[S:8](=[O:9])(=[O:10])[CH3:11].[n:34]1[c:35]([CH3:36])[cH:37][cH:38][cH:39][c:40]1[CH3:41]>>[Cl:1][c:2]1[cH:3][c:4]([CH:12]([C:13](=[O:14])[NH:15][c:16]2[n:17][n:18]([CH2:21][c:47]3[cH:46][cH:45][c:44]([O:43][CH3:42])[cH:56][cH:55]3)[cH:19][cH:20]2)[CH2:22][CH:23]2[CH2:24][CH2:25][CH2:26][CH2:27]2)[cH:5][cH:6][c:7]1[S:8](=[O:9])(=[O:10])[CH3:11].